From a dataset of the Open Reaction Database (ORD), a public repository of structured organic reaction records. describe an organic reaction: reactants, conditions, products, and yield Starting materials: CN(C)C1=NC=CC=C1 (dimethylaminopyridine), N1=CC=CC=C1 (pyridine), C(C)OC(=O)CCCCCSC1=CC=C(N)C=C1 (4-(5-ethoxycarbonylpentylthio) aniline), Cl.C(CC)C1=C(SC=2N1CCCN2)C(=O)Cl (3-propyl-6,7-dihydro-5H-thiazolo[3,2-a]pyrimidine-2-carbonylchloride hydrochloride). The solvent is CN(C=O)C (dimethylformamide). Run at temperature 70 celsius, time 16 hour. Product: Cl.C(C)OC(=O)CCCCCSC1=CC=C(C=C1)NC(=O)C1=C(N2C(=NCCC2)S1)CCC (N-[4-(5-Ethoxycarbonylpentylthio)phenyl]-3-propyl-6,7-dihydro-5H-thiazolo[3,2-a]pyrimidine-2-carboxamide hydrochloride). The yield is 36.5%. As a reaction SMILES: N1C=CC=CC=1.Cl.[CH2:8]([C:11]1[N:15]2[CH2:16][CH2:17][CH2:18][N:19]=[C:14]2[S:13][C:12]=1[C:20]([Cl:22])=[O:21])[CH2:9][CH3:10].[CH2:23]([O:25][C:26]([CH2:28][CH2:29][CH2:30][CH2:31][CH2:32][S:33][C:34]1[CH:40]=[CH:39][C:37]([NH2:38])=[CH:36][CH:35]=1)=[O:27])[CH3:24].CN(C1C=CC=CN=1)C>CN(C)C=O>[ClH:22].[CH2:23]([O:25][C:26]([CH2:28][CH2:29][CH2:30][CH2:31][CH2:32][S:33][C:34]1[CH:40]=[CH:39][C:37]([NH:38][C:20]([C:12]2[S:13][C:14]3=[N:19][CH2:18][CH2:17][CH2:16][N:15]3[C:11]=2[CH2:8][CH2:9][CH3:10])=[O:21])=[CH:36][CH:35]=1)=[O:27])[CH3:24] |f:1.2,6.7|. Procedure details: In the mixture of 50 ml of pyridine and 5 ml of dimethylformamide was suspended 0.95 g of 3-propyl-6,7-dihydro-5H-thiazolo[3,2-a]pyrimidine-2-carbonylchloride hydrochloride (described in Example 13). To the suspension was added 1.0 g of 4-(5-ethoxycarbonylpentylthio) aniline prepared in a similar manner as described in Reference Example 7 and added 43.4 mg of dimethylaminopyridine, followed by stirring at 70° C. for 16 hours. The reaction mixture was concentrated and to the concentrate was added...